This data is from the Open Reaction Database (ORD), a public repository of structured organic reaction records. The task is: describe an organic reaction: reactants, conditions, products, and yield Procedure details: A solution of 3-(benzyloxy)cyclobutanecarboxylic acid (3.40 g, 16.49 mmol), DPPA (4.62 mL, 21.43 mmol), and diisopropylethylamine (3.73 mL, 21.43 mmol) in toluene (35 mL) under argon was warmed to 80° C. and stirred for 7 h, then cooled to RT. The mixture was cooled to 0° C. and then added slowly via canula to a suspension of potassium tert butoxide (3.70 g, 33.0 mmol) in THF (50 mL) under argon held at RT. The mixture was then stirred for 1 h and EtOAc and water were then added. The layers were... Reactants: CC(C)([O-])C.[K+] (potassium tert butoxide), C(C1=CC=CC=C1)OC1CC(C1)C(=O)O (3-(benzyloxy)cyclobutanecarboxylic acid), C=1C=CC(=CC1)P(=O)(C=2C=CC=CC2)N=[N+]=[N-] (DPPA), C(C)(C)N(CC)C(C)C (diisopropylethylamine). As a reaction SMILES: [CH2:1]([O:8][CH:9]1[CH2:12][CH:11](C(O)=O)[CH2:10]1)[C:2]1[CH:7]=[CH:6][CH:5]=[CH:4][CH:3]=1.C1C=CC(P(N=[N+]=[N-])(C2C=CC=CC=2)=[O:23])=CC=1.C([N:36]([CH:39](C)C)CC)(C)C.[CH3:42][C:43]([CH3:46])([O-:45])[CH3:44].[K+]>C1(C)C=CC=CC=1.C1COCC1.O.CCOC(C)=O>[CH2:1]([O:8][CH:9]1[CH2:10][CH:11]([NH:36][C:39](=[O:23])[O:45][C:43]([CH3:46])([CH3:44])[CH3:42])[CH2:12]1)[C:2]1[CH:3]=[CH:4][CH:5]=[CH:6][CH:7]=1 |f:3.4|. Reaction conditions: time 7 hour. Product: C(C1=CC=CC=C1)OC1CC(C1)NC(OC(C)(C)C)=O (TERT-BUTYL 3-(BENZYLOXY)CYCLOBUTYLCARBAMATE). Isolated yield 74.8%. The solvent is C1CCOC1 (THF), C1(=CC=CC=C1)C (toluene), O (water), CCOC(=O)C (EtOAc). Reactants: CCN(CC)C(=O)N1CCNCC1, CC(c1ccc(-c2ccccc2)c(F)c1)c1nc(CCl)no1, CN(C)C=O. Product: CCN(CC)C(=O)N1CCN(Cc2noc(C(C)c3ccc(-c4ccccc4)c(F)c3)n2)CC1. Reaction SMILES: [CH2:23]([CH3:24])[N:25]([C:26](=[O:27])[N:28]1[CH2:29][CH2:30][NH:31][CH2:32][CH2:33]1)[CH2:34][CH3:35].[Cl:1][CH2:2][c:3]1[n:4][o:5][c:6]([CH:8]([c:9]2[cH:10][c:11]([F:21])[c:12](-[c:15]3[cH:16][cH:17][cH:18][cH:19][cH:20]3)[cH:13][cH:14]2)[CH3:22])[n:7]1.[O:36]=[CH:37][N:38]([CH3:39])[CH3:40]>>[CH2:2]([c:3]1[n:4][o:5][c:6]([CH:8]([c:9]2[cH:10][c:11]([F:21])[c:12](-[c:15]3[cH:16][cH:17][cH:18][cH:19][cH:20]3)[cH:13][cH:14]2)[CH3:22])[n:7]1)[N:31]1[CH2:30][CH2:29][N:28]([C:26]([N:25]([CH2:23][CH3:24])[CH2:34][CH3:35])=[O:27])[CH2:33][CH2:32]1.